From a dataset of the Open Reaction Database (ORD), a public repository of structured organic reaction records. describe an organic reaction: reactants, conditions, products, and yield Starting materials: NC[C@@H]1[C@H]2C[C@H]2CN1C(=O)C=1N=C(SC1C=1C=C(C=CC1)C)C (((1S,2S,5R)-2-Aminomethyl-3-aza-bicyclo[3.1.0]hex-3-yl)-(2-methyl-5-m-tolyl-thiazol-4-yl)-methanone), ClC=1N=C2SC=CN2C1C(=O)O (6-Chloro-imidazo[2,1-b]thiazole-5-carboxylic acid). The product is CC=1SC(=C(N1)C(=O)N1[C@@H]([C@H]2C[C@H]2C1)CNC(=O)C1=C(N=C2SC=CN21)Cl)C=2C=C(C=CC2)C (6-Chloro-imidazo[2,1-b]thiazole-5-carboxylic Acid[(1S,2S,5R)-3-(2-methyl-5-m-tolyl-thiazole-4-carbonyl)-3-aza-bicyclo[3.1.0]hex-2-ylmethyl]-amide). Reaction SMILES: [NH2:1][CH2:2][C@H:3]1[N:8]([C:9]([C:11]2[N:12]=[C:13]([CH3:23])[S:14][C:15]=2[C:16]2[CH:17]=[C:18]([CH3:22])[CH:19]=[CH:20][CH:21]=2)=[O:10])[CH2:7][C@H:6]2[C@@H:4]1[CH2:5]2.[Cl:24][C:25]1[N:26]=[C:27]2[N:31]([C:32]=1[C:33](O)=[O:34])[CH:30]=[CH:29][S:28]2>>[CH3:23][C:13]1[S:14][C:15]([C:16]2[CH:17]=[C:18]([CH3:22])[CH:19]=[CH:20][CH:21]=2)=[C:11]([C:9]([N:8]2[CH2:7][C@H:6]3[C@H:4]([CH2:5]3)[C@H:3]2[CH2:2][NH:1][C:33]([C:32]2[N:31]3[C:27]([S:28][CH:29]=[CH:30]3)=[N:26][C:25]=2[Cl:24])=[O:34])=[O:10])[N:12]=1. Procedure: prepared by reaction of ((1S,2S,5R)-2-Aminomethyl-3-aza-bicyclo[3.1.0]hex-3-yl)-(2-methyl-5-m-tolyl-thiazol-4-yl)-methanone with 6-Chloro-imidazo[2,1-b]thiazole-5-carboxylic acid. LC-MS (basic): tR=0.90 min; [M+H]+=511.9. Starting materials: C(C)OC(C(CC1=CC=C(C=C1)O)OCC)=O (2-Ethoxy-3-(4-hydroxyphenyl)propanoic acid ethyl ester), OCCC1=CC=C(C=C1)NC(C(C)C)=O (N-[4-(2-hydroxyethyl)phenyl]isobutyramide), N(=NC(=O)N1CCCCC1)C(=O)N1CCCCC1 (azodicarbonyl dipiperidine), C1(=CC=CC=C1)P(C1=CC=CC=C1)C1=CC=CC=C1 (triphenylphosphine). The solvent is C(C)(=O)OCC (ethyl acetate), ClCCl (dichloromethane), ClCCl (dichloromethane). The product is C(C)OC(C(CC1=CC=C(C=C1)OCCC1=CC=C(C=C1)NC(C(C)C)=O)OCC)=O (2-ethoxy-3-{4-[2-(4-isobutyrylaminophenyl)ethoxy]phenyl}propanoic acid ethyl ester). Isolated yield 65.3%. Reaction SMILES: [CH2:1]([O:3][C:4](=[O:17])[CH:5]([O:14][CH2:15][CH3:16])[CH2:6][C:7]1[CH:12]=[CH:11][C:10]([OH:13])=[CH:9][CH:8]=1)[CH3:2].O[CH2:19][CH2:20][C:21]1[CH:26]=[CH:25][C:24]([NH:27][C:28](=[O:32])[CH:29]([CH3:31])[CH3:30])=[CH:23][CH:22]=1.N(C(N1CCCCC1)=O)=NC(N1CCCCC1)=O.C1(P(C2C=CC=CC=2)C2C=CC=CC=2)C=CC=CC=1>ClCCl.C(OCC)(=O)C>[CH2:1]([O:3][C:4](=[O:17])[CH:5]([O:14][CH2:15][CH3:16])[CH2:6][C:7]1[CH:8]=[CH:9][C:10]([O:13][CH2:19][CH2:20][C:21]2[CH:26]=[CH:25][C:24]([NH:27][C:28](=[O:32])[CH:29]([CH3:31])[CH3:30])=[CH:23][CH:22]=2)=[CH:11][CH:12]=1)[CH3:2]. Reported procedure: 2-Ethoxy-3-(4-hydroxyphenyl)propanoic acid ethyl ester (described in Example 20b) (0.71 g; 2.97 mmole) dissolved in dichloromethane (5 ml) was added to a mixture of N-[4-(2-hydroxyethyl)phenyl]isobutyramide (0.5 g; 2.47 mmole), azodicarbonyl dipiperidine (0.75 g; 2.97 mmole) and triphenylphosphine (0.78 g; 2.97 mmole) in dichloromethane (15 ml). After stirring at room temperature over night the reaction mixture was filtered and the solvent was evaporated in vacuo. The residue was purified by chr... Reactants: C(C)(C)(C)N1N=CC(=C(C1=O)Cl)SCC1=CC=C(C=C1)C(C)(C)C (2-t-butyl-5-(p-t-butylbenzylthio)-4-chloro-3(2H)-pyridazinone), ice water, solution, C(CCC)[Li] (butyl lithium). Run in O1CCCC1 (tetrahydrofuran), CCCCCC (hexane). Yields the product C(C)(C)(C)N1N=CC(=C(C1=O)CCCC)SCC1=CC=C(C=C1)C(C)(C)C (2-t-butyl-4-butyl-5-(p-t-butylbenzylthio)-3(2H)-pyridazinone). RXN SMILES: [C:1]([N:5]1[C:10](=[O:11])[C:9](Cl)=[C:8]([S:13][CH2:14][C:15]2[CH:20]=[CH:19][C:18]([C:21]([CH3:24])([CH3:23])[CH3:22])=[CH:17][CH:16]=2)[CH:7]=[N:6]1)([CH3:4])([CH3:3])[CH3:2].[CH2:25]([Li])[CH2:26][CH2:27][CH3:28]>O1CCCC1.CCCCCC>[C:1]([N:5]1[C:10](=[O:11])[C:9]([CH2:25][CH2:26][CH2:27][CH3:28])=[C:8]([S:13][CH2:14][C:15]2[CH:20]=[CH:19][C:18]([C:21]([CH3:24])([CH3:23])[CH3:22])=[CH:17][CH:16]=2)[CH:7]=[N:6]1)([CH3:4])([CH3:3])[CH3:2]. Procedure: To a solution of 0.73 g (0.002 mol) of the 2-t-butyl-5-(p-t-butylbenzylthio)-4-chloro-3(2H)-pyridazinone thus obtained dissolved in 20 ml of tetrahydrofuran was added 3.0 ml of a solution of 10% butyl lithium dissolved in hexane at -70° C. under stirring. The reaction temperature was gradually raised from -70° C. to room temperature, and then the reaction mixture was stirred at room temperature for one hour. The reaction mixture was poured into 50 ml of ice water and extracted with 50 ml of chlo... The reactants are COc1cccc(C=O)c1[Cl], CC1=CN=C(C=C1)N, [C-]#[N+]C1CCCCC1. Reagents/catalysts: O=C(O)C(F)(F)F (trifluoroacetic acid). The solvent is CC(C)O (isopropyl alcohol), CC(C)O (isopropylalcohol). Conditions: temperature 22 celsius, time 20 hour. Product: Cc1ccc2nc(c3cccc(c3[Cl])OC)c(NC3CCCCC3)n2c1. Isolated yield 0.0%. Reaction SMILES: CC1=CC=C(N)N=C1.[C-]#[N+]C1CCCCC1.COC1=CC=CC(C=O)=C1Cl>>COC1=CC=CC(C2=C(NC3CCCCC3)N3C=C(C)C=CC3=N2)=C1Cl. As a reaction SMILES: [H-].[Na+].[NH:3]1[CH2:8][CH2:7][O:6][CH2:5][C:4]1=[O:9].Cl[CH2:11][CH2:12][O:13][C:14]1[CH:18]=[C:17]([CH3:19])[N:16]([C:20]2[CH:29]=[CH:28][C:27]3[C:22](=[CH:23][CH:24]=[CH:25][CH:26]=3)[CH:21]=2)[N:15]=1.O>CN(C=O)C>[CH3:19][C:17]1[N:16]([C:20]2[CH:29]=[CH:28][C:27]3[C:22](=[CH:23][CH:24]=[CH:25][CH:26]=3)[CH:21]=2)[N:15]=[C:14]([O:13][CH2:12][CH2:11][N:3]2[CH2:8][CH2:7][O:6][CH2:5][C:4]2=[O:9])[CH:18]=1 |f:0.1|. Run in CN(C)C=O (DMF), CN(C)C=O (DMF), CN(C)C=O (DMF). Product: CC1=CC(=NN1C1=CC2=CC=CC=C2C=C1)OCCN1C(COCC1)=O (4-(2-(5-methyl-1-(naphthalen-2-yl)-1H-pyrazol-3-yloxy)ethyl)morpholin-3-one). Starting materials: N1C(COCC1)=O (morpholin-3-one), ClCCOC1=NN(C(=C1)C)C1=CC2=CC=CC=C2C=C1 (3-(2-chloroethoxy)-5-methyl-1-(naphthalen-2-yl)-1H-pyrazole), O (water), [H-].[Na+] (sodium hydride). Procedure details: To a stirred suspension of sodium hydride (65 mg 60% dispersion in mineral oil, 1.63 mmol) in DMF (3 ml), cooled to 0-5° C., a solution of morpholin-3-one (91 mg, 0.91 mmol) in DMF (3 ml) was added dropwise. The mixture was stirred at room temperature for 3 hrs. Then, a solution of 3-(2-chloroethoxy)-5-methyl-1-(naphthalen-2-yl)-1H-pyrazole (200 mg, 0.7 mmol) in DMF (4 ml) was added and the mixture was heated to 50° C. for 14 hrs. The reaction mixture was cooled, water (2 ml) added dropwise, and... Reaction conditions: temperature 2.5 celsius, time 3 hour. Yield: 78.1%. As a reaction SMILES: [CH3:19][OH:20].[CH3:1][O:2][C:3]([c:4]1[cH:5][c:6]([OH:12])[c:7]([Br:11])[c:8]([OH:10])[cH:9]1)=[O:13].[Cl:14][CH2:15][C:16](=[CH2:17])[CH3:18]>>[CH3:1][O:2][C:3]([c:4]1[cH:5][c:6]([OH:12])[c:7]([Br:11])[c:8]([O:10][CH2:17][C:16](=[CH2:15])[CH3:18])[cH:9]1)=[O:13]. The product is C=C(C)COc1cc(C(=O)OC)cc(O)c1Br. Starting materials: CO, COC(=O)c1cc(O)c(Br)c(O)c1, C=C(C)CCl. Starting materials: CC=1C=2C=C(C=CC2N(C1C=3C=CC(=CC3)O)CC=4C=CC(=CC4)OCCN5CCCCCC5)O (Bazedoxifene), C1(=CC=CC=C1)C (toluene), C(C)(=O)O (Acetic acid). Reaction conditions: time 10 minute. Yields the product CC=1C=2C=C(C=CC2N(C1C=3C=CC(=CC3)O)CC=4C=CC(=CC4)OCCN5CCCCCC5)O.CC(=O)O (bazedoxifene acetate). Yield: 44.3%. RXN SMILES: [CH3:1][C:2]1[C:3]2[CH:4]=[C:5]([OH:35])[CH:6]=[CH:7][C:8]=2[N:9]([CH2:18][C:19]2[CH:20]=[CH:21][C:22]([O:25][CH2:26][CH2:27][N:28]3[CH2:34][CH2:33][CH2:32][CH2:31][CH2:30][CH2:29]3)=[CH:23][CH:24]=2)[C:10]=1[C:11]1[CH:12]=[CH:13][C:14]([OH:17])=[CH:15][CH:16]=1.C1(C)C=CC=CC=1.[C:43]([OH:46])(=[O:45])[CH3:44]>>[CH3:1][C:2]1[C:3]2[CH:4]=[C:5]([OH:35])[CH:6]=[CH:7][C:8]=2[N:9]([CH2:18][C:19]2[CH:24]=[CH:23][C:22]([O:25][CH2:26][CH2:27][N:28]3[CH2:29][CH2:30][CH2:31][CH2:32][CH2:33][CH2:34]3)=[CH:21][CH:20]=2)[C:10]=1[C:11]1[CH:12]=[CH:13][C:14]([OH:17])=[CH:15][CH:16]=1.[CH3:44][C:43]([OH:46])=[O:45] |f:3.4|. Procedure details: Bazedoxifene free base (400 mg) and toluene (30 mL) are mixed and stirred for about 10 minutes. Acetic acid (0.17 g) is added slowly through a dropper and the mixture stirred overnight for solid formation. The solid is collected by filtration to afford 200 mg of crystalline bazedoxifene acetate Form D. Starting materials: [OH-].[Na+] (sodium hydroxide), FC1=CC=C(C=C1)O (4-fluorophenol), ClC(=O)OC (methyl chloroformate), BrBr (bromine). Run in O1CCOCC1 (dioxane). Conditions: time 2 hour. Yields the product C(OC1=C(C=C(C=C1)F)Br)(OC)=O (2-bromo-4-fluorophenyl methyl carbonate). Isolated yield 97.3%. Reaction SMILES: [F:1][C:2]1[CH:7]=[CH:6][C:5]([OH:8])=[CH:4][CH:3]=1.[Br:9]Br.Cl[C:12]([O:14][CH3:15])=[O:13].[OH-].[Na+]>O1CCOCC1>[C:12](=[O:13])([O:14][CH3:15])[O:8][C:5]1[CH:6]=[CH:7][C:2]([F:1])=[CH:3][C:4]=1[Br:9] |f:3.4|. Procedure details: A stirred solution of 561 g (5.0 moles) of 4-fluorophenol in 600 mL of dioxane was cooled in an ice-water bath and 831 g (5.2 moles) of bromine was added dropwise. The complete addition required 1.5 hours, during which the reaction mixture temperature was maintained at 14°-25° C. Following the addition, the ice-water bath was removed, and the reaction mixture temperature rose to 35° C. The reaction mixture was stirred for two hours, then 600 mL of water, followed by 420 mL of 10.8N aqueous sodiu...